This data is from the Open Reaction Database (ORD), a public repository of structured organic reaction records. The task is: describe an organic reaction: reactants, conditions, products, and yield The reactants are [I-], O, CCOC(=O)c1ccc(O)nc1, c1ccncc1. Yields the product CCOC(=O)c1cnc(O)c(I)c1. As a reaction SMILES: [I-:13].[OH2:14].[OH:1][c:2]1[n:3][cH:4][c:5]([C:6](=[O:7])[O:8][CH2:9][CH3:10])[cH:11][cH:12]1.[cH:15]1[cH:16][cH:17][n:18][cH:19][cH:20]1>>[OH:1][c:2]1[n:3][cH:4][c:5]([C:6](=[O:7])[O:8][CH2:9][CH3:10])[cH:11][c:12]1[I:13]. Reactants: C(C1=CC=CC=C1)OC(=O)N1[C@H](C(=O)O)CC(C1)OCC1=CC=CC=C1 (1-Benzyloxycarbonyl-4-benzyloxy-L-proline), CC1=NNC(=C1)C (3,5-dimethylpyrazole), C1(CCCCC1)N=C=NC1CCCCC1 (Dicyclohexylcarbodiimide). The solvent is C(Cl)(Cl)Cl (chloroform). Reaction conditions: time 16 hour. Product: C(C1=CC=CC=C1)OC(=O)N1[C@H](C(=O)O)CC(C1)OCC1=CC=CC=C1.CC1=N[N-]C(=C1)C (1-benzyloxycarbonyl-4-benzyloxy-L-proline 3,5-dimethylpyrazolide). Reaction SMILES: [CH2:1]([O:8][C:9]([N:11]1[CH2:18][CH:17]([O:19][CH2:20][C:21]2[CH:26]=[CH:25][CH:24]=[CH:23][CH:22]=2)[CH2:16][C@H:12]1[C:13]([OH:15])=[O:14])=[O:10])[C:2]1[CH:7]=[CH:6][CH:5]=[CH:4][CH:3]=1.[CH3:27][C:28]1[CH:32]=[C:31]([CH3:33])[NH:30][N:29]=1.C1(N=C=NC2CCCCC2)CCCCC1>C(Cl)(Cl)Cl>[CH2:1]([O:8][C:9]([N:11]1[CH2:18][CH:17]([O:19][CH2:20][C:21]2[CH:26]=[CH:25][CH:24]=[CH:23][CH:22]=2)[CH2:16][C@H:12]1[C:13]([OH:15])=[O:14])=[O:10])[C:2]1[CH:3]=[CH:4][CH:5]=[CH:6][CH:7]=1.[CH3:27][C:28]1[CH:32]=[C:31]([CH3:33])[N-:30][N:29]=1 |f:4.5|. Procedure details: 1-Benzyloxycarbonyl-4-benzyloxy-L-proline (4.55 g.) [obtained from 4-benzyloxyproline [Biochem. Biophys. Acta 303, 198 (1973)] and benzyloxycarbonyl chloride] and 3,5-dimethylpyrazole (1.15 g.) are dissolved in chloroform (200 ml.). Dicyclohexylcarbodiimide (2.06 g.) is added and the mixture is stirred in an ice-salt bath for one hour and at room temperature for 16 hours. The precipitate is filtered and the filtrate is concentrated to dryness. The residue is dissolved in ethyl acetate, washed wi... Reactants: S(=O)(=O)(C1=CC=C(C)C=C1)OCC1CCN(CC1)C(=O)OC(C)(C)C (tert-butyl 4-(tosyloxymethyl)piperidine-1-carboxylate), 5,6-dihydrospiro[benzo[1,2-b:5,4-b′]difuran-3,3′-indol]-2″(1′H)-one, BrCC1OCCCC1 (2-(bromomethyl)tetrahydro-2H-pyran), FC=1C(=CC2=C(C1)C1(C(NC3=CC=CC=C13)=O)CO2)F (5,6-difluorospiro[1-benzofuran-3,3′-indol]-2′(1′H)-one). Product: FC=1C(=CC2=C(C1)C1(C(N(C3=CC=CC=C13)CC1CCN(CC1)C(=O)OC(C)(C)C)=O)CO2)F (tert-butyl 4-[(5,6-difluoro-2′-oxospiro[1-benzofuran-3,3′-indol]-1′(2′H)-yl)methyl]piperidine-1-carboxylate). RXN SMILES: S(O[CH2:12][CH:13]1[CH2:18][CH2:17][N:16]([C:19]([O:21][C:22]([CH3:25])([CH3:24])[CH3:23])=[O:20])[CH2:15][CH2:14]1)(C1C=CC(C)=CC=1)(=O)=O.BrCC1CCCCO1.[F:34][C:35]1[C:36]([F:53])=[CH:37][C:38]2[O:52][CH2:51][C:41]3([C:49]4[C:44](=[CH:45][CH:46]=[CH:47][CH:48]=4)[NH:43][C:42]3=[O:50])[C:39]=2[CH:40]=1>>[F:34][C:35]1[C:36]([F:53])=[CH:37][C:38]2[O:52][CH2:51][C:41]3([C:49]4[C:44](=[CH:45][CH:46]=[CH:47][CH:48]=4)[N:43]([CH2:12][CH:13]4[CH2:14][CH2:15][N:16]([C:19]([O:21][C:22]([CH3:23])([CH3:24])[CH3:25])=[O:20])[CH2:17][CH2:18]4)[C:42]3=[O:50])[C:39]=2[CH:40]=1. Procedure details: Following the procedure as described in EXAMPLE 4 and making non-critical variations using tert-butyl 4-(tosyloxymethyl)piperidine-1-carboxylate to replace 2-(bromomethyl)tetrahydro-2H-pyran, and 5,6-difluorospiro[1-benzofuran-3,3′-indol]-2′(1′H)-one to replace 5,6-dihydrospiro[benzo[1,2-b:5,4-b′]difuran-3,3′-indol]-2″(1′H)-one, tert-butyl 4-[(5,6-difluoro-2′-oxospiro[1-benzofuran-3,3′-indol]-1′(2′H)-yl)methyl]piperidine-1-carboxylate was obtained (57%) as a colorless solid: 1H NMR (300 MHz, CDC... The reactants are Cl (Hydrochloric acid), N([C@@H](CCCNC(N)=N)C(=O)N1[C@H](C(=O)OCC2=CC=CC=C2)CCC1)C(=O)OC(C)(C)C.Cl (Boc-Arg-Pro-OBzl.HCl). The solvent is C(C)(=O)O (acetic acid), C(C)(=O)O (acetic acid), C1CCOC1 (THF). The product is N[C@@H](CCCNC(N)=N)C(=O)N1[C@H](C(=O)OCC2=CC=CC=C2)CCC1.Cl.Cl (H-Arg-Pro-OBzl.2HCl). Reaction SMILES: [ClH:1].[NH:2](C(OC(C)(C)C)=O)[C@H:3]([C:11]([N:13]1[CH2:27][CH2:26][CH2:25][C@H:14]1[C:15]([O:17][CH2:18][C:19]1[CH:24]=[CH:23][CH:22]=[CH:21][CH:20]=1)=[O:16])=[O:12])[CH2:4][CH2:5][CH2:6][NH:7][C:8](=[NH:10])[NH2:9].Cl>C(O)(=O)C.C1COCC1>[NH2:2][C@H:3]([C:11]([N:13]1[CH2:27][CH2:26][CH2:25][C@H:14]1[C:15]([O:17][CH2:18][C:19]1[CH:20]=[CH:21][CH:22]=[CH:23][CH:24]=1)=[O:16])=[O:12])[CH2:4][CH2:5][CH2:6][NH:7][C:8](=[NH:9])[NH2:10].[ClH:1].[ClH:1] |f:1.2,5.6.7|. Procedure details: Hydrochloric acid (1 M) in acetic acid (380 L) was slowly added at ≦22° C. to a suspension of Boc-Arg-Pro-OBzl.HCl (95.00 kg; Hexagon Labs Inc., USA) in acetic acid (190 L) and THF (19 L). The completion of cleavage (after about 1 hour) was monitored by HPLC. Starting materials: CC1=CSC2=C1N=CNC2=O (7-Methylthieno[3,2-d]pyrimidine-4(3H)-one), O=P(Cl)(Cl)Cl (POCl3). Run at temperature 110 celsius, time 2 hour. Product: ClC=1C2=C(N=CN1)C(=CS2)C (4-Chloro-7-methylthieno[3,2-d]pyrimidine). As a reaction SMILES: [CH3:1][C:2]1[C:6]2[N:7]=[CH:8][NH:9][C:10](=O)[C:5]=2[S:4][CH:3]=1.O=P(Cl)(Cl)[Cl:14]>>[Cl:14][C:10]1[C:5]2[S:4][CH:3]=[C:2]([CH3:1])[C:6]=2[N:7]=[CH:8][N:9]=1. Procedure: 7-Methylthieno[3,2-d]pyrimidine-4(3H)-one (1.5 g) was added to POCl3 (10 mL), and the mixture was stirred at 110° C. for 2 hours. The reaction mixture was cooled to room temperature, concentrated and diluted with DCM, and sat. NaHCO3 solution was added thereto. The aqueous layer was extracted with DCM to combine organic layers. The organic layer was dried with MgSO4 and filtered to obtain the title compound as a white solid.